This data is from the Open Reaction Database (ORD), a public repository of structured organic reaction records. The task is: describe an organic reaction: reactants, conditions, products, and yield The reactants are N\C(=C(\C#N)/NC(=O)N[C@@H]1COCC1)\C#N ((S,Z)-1-(2-Amino-1,2-dicyanovinyl)-3-(tetrahydrofuran-3-yl)urea), O1CCCC1 (tetrahydrofuran), C=1(C(=CC=CC1)S(=O)(=O)O)C.N(=C=O)[C@@H]1COCC1 ((S)-3-Isocyanato tetrahydrofuran toluene sulfonate salt), N/C(=C(/C#N)\N)/C#N (diaminomaleonitrile). Product: OC=1C=C(C=CC1)C1=NC(=C2NC(N(C2=N1)[C@@H]1COCC1)=O)C(=O)N ((S)-2-(3-HYDROXYPHENYL)-8-OXO-9-(TETRAHYDROFURAN-3-YL)-8,9-DIHYDRO-7H-PURINE-6-CARBOXAMIDE). Isolated yield 39.0%. As a reaction SMILES: N/C(/C#N)=[C:3](\[NH:6][C:7]([NH:9][C@H:10]1CC[O:12][CH2:11]1)=O)/[C:4]#[N:5].[C:17]1([CH3:27])C(S(O)(=O)=O)=CC=CC=1.[N:28]([C@H:31]1[CH2:35][CH2:34][O:33][CH2:32]1)=[C:29]=[O:30].[NH2:36]/C(/C#N)=C(\N)/C#N.[O:44]1[CH2:48][CH2:47][CH2:46][CH2:45]1>>[OH:44][C:48]1[CH:47]=[C:46]([C:7]2[N:6]=[C:3]3[C:4]([NH:5][C:29](=[O:30])[N:28]3[C@H:31]3[CH2:35][CH2:34][O:33][CH2:32]3)=[C:10]([C:11]([NH2:36])=[O:12])[N:9]=2)[CH:45]=[CH:17][CH:27]=1 |f:1.2|. Procedure: (S,Z)-1-(2-Amino-1,2-dicyanovinyl)-3-(tetrahydrofuran-3-yl)urea. (S)-3-Isocyanato tetrahydrofuran toluene sulfonate salt (0.825 g, 7.29 mmol) and diaminomaleonitrile (1.57 g, 14.59 mmol) were reacted according to General Procedure A in tetrahydrofuran (10 mL) and purified via reverse-phase preparative HPLC (0-10% acetonitrile+0.1% TFA in H2O+0.1% TFA, over 35 min) to afford the title compound (0.636, 39%). MS (ESI) m/z 222.2 [M+1]+. Reactants: BrC1=CN(C=2N=CN=C(C21)C2=CC(=CC=C2)[N+](=O)[O-])COCC[Si](C)(C)C (5-bromo-4-(3-nitrophenyl)-7-[[2-(trimethylsilyl)ethoxy]methyl]-7H-pyrrolo[2,3-d]pyrimidine), CC(=O)[O-].[Na+] (NaOAc), O1CCC=C1 (2,3-dihydrofuran). The reagents and catalysts are [N+](CCCC)(CCCC)(CCCC)CCCC.[Cl-] (Bu4NCl), CC(=O)[O-].CC(=O)[O-].[Pd+2] (Pd(OAc)2). Solvent: CN(C=O)C (N,N-dimethylformamide). Run at temperature 50 celsius, time 2 hour. Product: O1C(C=CC1)C1=CN(C=2N=CN=C(C21)C2=CC(=CC=C2)[N+](=O)[O-])COCC[Si](C)(C)C (5-(2,5-dihydrofuran-2-yl)-4-(3-nitrophenyl)-7-((2-(trimethylsilyl)ethoxy)methyl)-7H-pyrrolo[2,3-d]pyrimidine). RXN SMILES: Br[C:2]1[C:10]2[C:9]([C:11]3[CH:16]=[CH:15][CH:14]=[C:13]([N+:17]([O-:19])=[O:18])[CH:12]=3)=[N:8][CH:7]=[N:6][C:5]=2[N:4]([CH2:20][O:21][CH2:22][CH2:23][Si:24]([CH3:27])([CH3:26])[CH3:25])[CH:3]=1.CC([O-])=O.[Na+].[O:33]1[CH:37]=[CH:36][CH2:35][CH2:34]1>CN(C)C=O.[N+](CCCC)(CCCC)(CCCC)CCCC.[Cl-].CC([O-])=O.CC([O-])=O.[Pd+2]>[O:33]1[CH2:37][CH:36]=[CH:35][CH:34]1[C:2]1[C:10]2[C:9]([C:11]3[CH:16]=[CH:15][CH:14]=[C:13]([N+:17]([O-:19])=[O:18])[CH:12]=3)=[N:8][CH:7]=[N:6][C:5]=2[N:4]([CH2:20][O:21][CH2:22][CH2:23][Si:24]([CH3:27])([CH3:26])[CH3:25])[CH:3]=1 |f:1.2,5.6,7.8.9|. Procedure: To a degassed solution of 5-bromo-4-(3-nitrophenyl)-7-[[2-(trimethylsilyl)ethoxy]methyl]-7H-pyrrolo[2,3-d]pyrimidine (1.30 g, 2.89 mmol) in N,N-dimethylformamide (40 mL), was added Pd(OAc)2 (650 mg, 2.90 mmol), Bu4NCl (1.00 g, 3.60 mmol), NaOAc (714 g, 8.71 mol) and 2,3-dihydrofuran (2.00 g, 28.5 mmol). The reaction was stirred for 2 hours at 50° C. and then quenched by the addition of water. The resulting solution was extracted with ethyl acetate (×3), and the organic layers were combined, wash... Starting materials: N1(N=CC=C1)C1=CC=C(CC=2C(=CC(=C(C(=O)OC)C2)C=O)C)C=C1 (methyl 5-(4-(1H-pyrazol-1-yl)benzyl)-2-formyl-4-methylbenzoate), N[C@H]1COCC[C@@H]1O ((3S,4S)-3-aminotetrahydro-2H-pyran-4-ol). Solvent: C1CCOC1 (THF). Run at time 4 hour. Yields the product CC=1C=C2CN(C(C2=CC1CC1=CC=C(C=C1)N1N=CC=C1)=O)[C@H]1COCC[C@@H]1O (1,5-anhydro-2,4-dideoxy-2-(5-methyl-1-oxo-6-(4-(1H-pyrazol-1-yl)benzyl)-1,3-dihydro-2H-isoindol-2-yl)-L-threo-pentitol). Yield: 45.6%. As a reaction SMILES: [N:1]1([C:6]2[CH:25]=[CH:24][C:9]([CH2:10][C:11]3[C:12]([CH3:23])=[CH:13][C:14]([CH:21]=O)=[C:15]([CH:20]=3)[C:16](OC)=[O:17])=[CH:8][CH:7]=2)[CH:5]=[CH:4][CH:3]=[N:2]1.[NH2:26][C@@H:27]1[C@@H:32]([OH:33])[CH2:31][CH2:30][O:29][CH2:28]1>C1COCC1>[CH3:23][C:12]1[CH:13]=[C:14]2[C:15](=[CH:20][C:11]=1[CH2:10][C:9]1[CH:8]=[CH:7][C:6]([N:1]3[CH:5]=[CH:4][CH:3]=[N:2]3)=[CH:25][CH:24]=1)[C:16](=[O:17])[N:26]([C@@H:27]1[C@@H:32]([OH:33])[CH2:31][CH2:30][O:29][CH2:28]1)[CH2:21]2. Procedure: To a solution of methyl 5-(4-(1H-pyrazol-1-yl)benzyl)-2-formyl-4-methylbenzoate (0.20 g) in THF (4.00 mL) was added (3S,4S)-3-aminotetrahydro-2H-pyran-4-ol (0.07 g), and the mixture was stirred at room temperature for 4 hr under argon atmosphere. The reaction mixture was concentrated, and the residue was diluted with acetic acid (4.00 mL). Sodium triacetoxyborohydride (0.19 g) was added thereto, and the mixture was stirred overnight at room temperature. The reaction mixture was diluted with satu... Reactants: P(OC1=C(C=C(C=C1C(C)(C)C)C)C(C)(C)C)(OC1=C(C=C(C=C1C(C)(C)C)C)C(C)(C)C)Cl (bis(2,6-di-t-butyl-4-methylphenyl) phosphorochloridite), S(C1=CC=C(C=C1)O)C1=CC=C(C=C1)O (4,4'-thiobisphenol), S(C1=CC=C(C=C1)O)C1=CC=C(C=C1)O (4,4'-thiobisphenol), [H-].[Na+] (sodium hydride), S(C1=CC=C(C=C1)O)C1=CC=C(C=C1)O (4,4'-thiobisphenol), Cl (HCl). The solvent is O1CCCC1 (tetrahydrofuran), C(C)#N (acetonitrile), O1CCCC1 (tetrahydrofuran). Yields the product P(OC1=C(C=C(C=C1C(C)(C)C)C)C(C)(C)C)(OC1=C(C=C(C=C1C(C)(C)C)C)C(C)(C)C)OC1=CC=C(C=C1)SC1=CC=C(C=C1)OP(OC1=C(C=C(C=C1C(C)(C)C)C)C(C)(C)C)OC1=C(C=C(C=C1C(C)(C)C)C)C(C)(C)C (Tetrakis(2,6-di-t-butyl-4-methylphenyl) 4,4'-thiobisphenyl diphosphite). As a reaction SMILES: [S:1]([C:9]1[CH:14]=[CH:13][C:12]([OH:15])=[CH:11][CH:10]=1)[C:2]1[CH:7]=[CH:6][C:5]([OH:8])=[CH:4][CH:3]=1.[H-].[Na+].[P:18](Cl)([O:35][C:36]1[C:41]([C:42]([CH3:45])([CH3:44])[CH3:43])=[CH:40][C:39]([CH3:46])=[CH:38][C:37]=1[C:47]([CH3:50])([CH3:49])[CH3:48])[O:19][C:20]1[C:25]([C:26]([CH3:29])([CH3:28])[CH3:27])=[CH:24][C:23]([CH3:30])=[CH:22][C:21]=1[C:31]([CH3:34])([CH3:33])[CH3:32].Cl>O1CCCC1.C(#N)C>[P:18]([O:8][C:5]1[CH:6]=[CH:7][C:2]([S:1][C:9]2[CH:14]=[CH:13][C:12]([O:15][P:18]([O:35][C:36]3[C:37]([C:47]([CH3:50])([CH3:49])[CH3:48])=[CH:38][C:39]([CH3:46])=[CH:40][C:41]=3[C:42]([CH3:45])([CH3:44])[CH3:43])[O:19][C:20]3[C:21]([C:31]([CH3:32])([CH3:33])[CH3:34])=[CH:22][C:23]([CH3:30])=[CH:24][C:25]=3[C:26]([CH3:27])([CH3:28])[CH3:29])=[CH:11][CH:10]=2)=[CH:3][CH:4]=1)([O:35][C:36]1[C:41]([C:42]([CH3:45])([CH3:44])[CH3:43])=[CH:40][C:39]([CH3:46])=[CH:38][C:37]=1[C:47]([CH3:50])([CH3:49])[CH3:48])[O:19][C:20]1[C:25]([C:26]([CH3:29])([CH3:28])[CH3:27])=[CH:24][C:23]([CH3:30])=[CH:22][C:21]=1[C:31]([CH3:34])([CH3:33])[CH3:32] |f:1.2|. Procedure: A solution of 0.65 gram of 4,4'-thiobisphenol (0.003 mol) in 50 ml of dry tetrahydrofuran was added to a reaction vessel equipped with stirring and heating means. While stirring the 4,4'-thiobisphenol solution under nitrogen, 0.14 gram (0.006 mol) of sodium hydride, as a 50 weight percent dispersion in mineral oil was added to the 4,4'-thiobisphenol solution and the resulting mixture was stirred at 55° C. for one hour. The reaction mixture was cooled to room temperature and a solution of bis(2,6... Reactants: Cl.C(C(C)C)(OCC)=N (ethyl isobutyrimidate hydrochloride), C1(=CC=CC=C1)C (toluene), N (ammonia), O (water), C1(=CC=CC=C1)C (toluene). The solvent is CN(C)C (trimethylamine), CN(C)C (trimethylamine). The product is C(C)(C)C1=NC(=CC(=N1)C)O (2-isopropyl-4-methyl-6-hydroxypyrimidine). RXN SMILES: Cl.[C:2](=[NH:9])(OCC)[CH:3]([CH3:5])[CH3:4].[NH3:10].[OH2:11].[C:12]1([CH3:18])[CH:17]=[CH:16]C=CC=1>CN(C)C>[CH:3]([C:2]1[N:9]=[C:12]([CH3:18])[CH:17]=[C:16]([OH:11])[N:10]=1)([CH3:5])[CH3:4] |f:0.1|. Procedure: The method according to claim 1 wherein ethyl isobutyrimidate hydrochloride is neutralized by trimethylamine dissolved in toluene, the free ethyl isobutyrimidate is freed from water by azeotropic distillation; then the dry ethyl isobutyrimidate in toluene is reacted with an excess of diketene dissolved in toluene in the presence of trimethylamine and the resulting organic solution is treated with gaseous ammonia, in molar equivalent amounts and subsequent azeotropic removal of water to form 2-is... Reactants: CC1(C)OCC(Cn2ccc(NC(=O)C(Cc3ccccc3)N3CC(Oc4ccccc4Cl)=CC3=O)n2)O1, CCOC(C)=O, O=C(Nc1ccn(CC(O)CO)n1)C(Cc1ccccc1)N1CC(Oc2ccccc2Cl)=CC1=O, Cl, C1CCOC1. The product is O=C(Nc1ccn(CC(O)CO)n1)C(Cc1ccccc1)N1CC(Oc2ccccc2Cl)=CC1=O. RXN SMILES: [CH3:1][C:2]1([CH3:38])[O:3][CH2:4][CH:5]([CH2:7][n:8]2[n:9][c:10]([NH:13][C:14]([CH:15]([CH2:16][c:17]3[cH:18][cH:19][cH:20][cH:21][cH:22]3)[N:23]3[C:24](=[O:36])[CH:25]=[C:26]([O:28][c:29]4[c:30]([Cl:35])[cH:31][cH:32][cH:33][cH:34]4)[CH2:27]3)=[O:37])[cH:11][cH:12]2)[O:6]1.[CH3:80][CH2:81][O:82][C:83](=[O:84])[CH3:85].[Cl:40][c:41]1[cH:42][cH:43][cH:44][cH:45][c:46]1[O:47][C:48]1=[CH:74][C:72](=[O:73])[N:50]([CH:51]([CH2:52][c:53]2[cH:54][cH:55][cH:56][cH:57][cH:58]2)[C:59]([NH:60][c:61]2[cH:62][cH:63][n:64]([CH2:65][CH:66]([OH:67])[CH2:68][OH:69])[n:70]2)=[O:71])[CH2:49]1.[ClH:39].[O:75]1[CH2:76][CH2:77][CH2:78][CH2:79]1>>[OH:3][CH2:4][CH:5]([OH:6])[CH2:7][n:8]1[n:9][c:10]([NH:13][C:14]([CH:15]([CH2:16][c:17]2[cH:18][cH:19][cH:20][cH:21][cH:22]2)[N:23]2[C:24](=[O:36])[CH:25]=[C:26]([O:28][c:29]3[c:30]([Cl:35])[cH:31][cH:32][cH:33][cH:34]3)[CH2:27]2)=[O:37])[cH:11][cH:12]1. Starting materials: ClCCl, CN(C)C=O, CS(=O)(=O)c1ccc(C(CC2CCC2)C(=O)O)cc1Cl, O=C(Cl)C(=O)Cl, CC(C)(O)Cn1ccc(N)n1, Cc1cccc(C)n1. Yields the product CC(C)(O)Cn1ccc(NC(=O)C(CC2CCC2)c2ccc(S(C)(=O)=O)c(Cl)c2)n1. RXN SMILES: [CH2:46]([Cl:47])[Cl:48].[CH3:49][N:50]([CH3:51])[CH:52]=[O:53].[Cl:1][c:2]1[cH:3][c:4]([CH:12]([C:13](=[O:14])[OH:15])[CH2:16][CH:17]2[CH2:18][CH2:19][CH2:20]2)[cH:5][cH:6][c:7]1[S:8](=[O:9])(=[O:10])[CH3:11].[Cl:21][C:22]([C:23]([Cl:24])=[O:25])=[O:26].[NH2:27][c:28]1[n:29][n:30]([CH2:33][C:34]([CH3:35])([OH:36])[CH3:37])[cH:31][cH:32]1.[n:38]1[c:39]([CH3:40])[cH:41][cH:42][cH:43][c:44]1[CH3:45]>>[Cl:1][c:2]1[cH:3][c:4]([CH:12]([C:13](=[O:15])[NH:27][c:28]2[n:29][n:30]([CH2:33][C:34]([CH3:35])([OH:36])[CH3:37])[cH:31][cH:32]2)[CH2:16][CH:17]2[CH2:18][CH2:19][CH2:20]2)[cH:5][cH:6][c:7]1[S:8](=[O:9])(=[O:10])[CH3:11].